From a dataset of the Open Reaction Database (ORD), a public repository of structured organic reaction records. describe an organic reaction: reactants, conditions, products, and yield Starting materials: CN(C=O)C (dimethylformamide), S(=O)(Cl)Cl (thionyl chloride), C(C)O (Ethanol), NC=1N=C(C2=C(N1)NC(C(=C2C)CC2=CC(=C(C=C2)OC)OC)=O)N (2,4-diamino-5-methyl-6-(3,4-dimethoxybenzyl)-7-oxo-7,8-dihydropyrido[2,3-d]-pyrimidine). Run in C(Cl)(Cl)Cl (Chloroform), C(Cl)(Cl)Cl (chloroform), C(Cl)(Cl)Cl (chloroform), base. Run at temperature 0 celsius. Product: NC=1N=C(C2=C(N1)N=C(C(=C2C)CC2=CC(=C(C=C2)OC)OC)Cl)N (2,4-diamino-5-methyl-6-(3,4-dimethoxybenzyl)-7-chloropyrido[2,3-d]pyrimidine). The yield is 23.1%. Reaction SMILES: CN(C)C=O.S(Cl)([Cl:8])=O.[NH2:10][C:11]1[N:12]=[C:13]([NH2:34])[C:14]2[C:20]([CH3:21])=[C:19]([CH2:22][C:23]3[CH:28]=[CH:27][C:26]([O:29][CH3:30])=[C:25]([O:31][CH3:32])[CH:24]=3)[C:18](=O)[NH:17][C:15]=2[N:16]=1.C(O)C>C(Cl)(Cl)Cl>[NH2:10][C:11]1[N:12]=[C:13]([NH2:34])[C:14]2[C:20]([CH3:21])=[C:19]([CH2:22][C:23]3[CH:28]=[CH:27][C:26]([O:29][CH3:30])=[C:25]([O:31][CH3:32])[CH:24]=3)[C:18]([Cl:8])=[N:17][C:15]=2[N:16]=1. Reported procedure: To a solution of dimethylformamide (17.5 g) in chloroform (75 ml) was added thionyl chloride (28.6 g) in chloroform (25 ml) at 0°-5° C. The reaction mixture was allowed to heat to 55°-60° for about 5 minutes and cooled to 0° C. To the reaction mixture was added over a 20 minute period at 0° C. 2,4-diamino-5-methyl-6-(3,4-dimethoxybenzyl)-7-oxo-7,8-dihydropyrido[2,3-d]-pyrimidine (8.2 g). Chloroform (50 ml) was added, and the mixture was heated at reflux for 2.5 hours and cooled. Ethanol in base ... Product: CCOc1nn(Cc2ccc(OCc3nc(-c4ccccc4)oc3C)c(OC)c2)cc1CCC(=O)O. Starting materials: CCOC(=O)CCc1cn(Cc2ccc(OCc3nc(-c4ccccc4)oc3C)c(OC)c2)nc1OCC, CCO, Cl, [Na+], C1CCOC1, [OH-]. As a reaction SMILES: [CH2:1]([CH3:2])[O:3][c:4]1[n:5][n:6]([CH2:16][c:17]2[cH:18][c:19]([O:37][CH3:38])[c:20]([O:23][CH2:24][c:25]3[n:26][c:27](-[c:31]4[cH:32][cH:33][cH:34][cH:35][cH:36]4)[o:28][c:29]3[CH3:30])[cH:21][cH:22]2)[cH:7][c:8]1[CH2:9][CH2:10][C:11](=[O:12])[O:13][CH2:14][CH3:15].[CH3:46][CH2:47][OH:48].[ClH:49].[Na+:40].[O:41]1[CH2:42][CH2:43][CH2:44][CH2:45]1.[OH-:39]>>[CH2:1]([CH3:2])[O:3][c:4]1[n:5][n:6]([CH2:16][c:17]2[cH:18][c:19]([O:37][CH3:38])[c:20]([O:23][CH2:24][c:25]3[n:26][c:27](-[c:31]4[cH:32][cH:33][cH:34][cH:35][cH:36]4)[o:28][c:29]3[CH3:30])[cH:21][cH:22]2)[cH:7][c:8]1[CH2:9][CH2:10][C:11](=[O:12])[OH:13]. Reactants: N(=NC(=O)OC(C)C)C(=O)OC(C)C (diisopropyl azodicarboxylate), C(C=C)OC(=O)O[C@H](C)[C@@H]1[C@@H]2N(C(=C([C@@H]2C)CO)C(=O)OCC=C)C1=O (allyl (1S,5R,6S)-6-[1(R)-allyloxycarbonyloxy-ethyl]-2-hydroxymethyl-1-methyl-carbapen-2-em-3-carboxylate), CN1S(NC=2C1=CC1=CC=CC=C1C2)(=O)=O (1-methyl-1,3-dihydro-2-thia-1,3-diaza-cyclopenta[b]naphthalene 2,2-dioxide), C1(=CC=CC=C1)P(C1=CC=CC=C1)C1=CC=CC=C1 (triphenylphosphine). Run in O1CCCC1 (tetrahydrofuran), C(C)(=O)OCC (ethyl acetate), ClCCl (dichloromethane). Run at temperature 2.5 celsius, time 30 minute. Product: C(C=C)OC(=O)O[C@H](C)[C@@H]1[C@@H]2N(C(=C([C@@H]2C)CN2S(N(C=3C2=CC2=CC=CC=C2C3)C)(=O)=O)C(=O)OCC=C)C1=O (allyl (1S,5R,6S)-6-[1(R)-allyloxycarbonyloxy-ethyl]-1-methyl-2-(3-methyl-2,2-dioxo-2,3-dihydro-2-thia-1,3-diaza-cyclopenta[b]naphthalen-1-yl-methyl)-carbapen-2-em-3-carboxylate). Isolated yield 54.5%. As a reaction SMILES: [CH2:1]([O:4][C:5]([O:7][C@@H:8]([C@H:10]1[C:25](=[O:26])[N:12]2[C:13]([C:19]([O:21][CH2:22][CH:23]=[CH2:24])=[O:20])=[C:14]([CH2:17]O)[C@H:15]([CH3:16])[C@H:11]12)[CH3:9])=[O:6])[CH:2]=[CH2:3].[CH3:27][N:28]1[C:32]2=[CH:33][C:34]3[C:39]([CH:40]=[C:31]2[NH:30][S:29]1(=[O:42])=[O:41])=[CH:38][CH:37]=[CH:36][CH:35]=3.C1(P(C2C=CC=CC=2)C2C=CC=CC=2)C=CC=CC=1.N(C(OC(C)C)=O)=NC(OC(C)C)=O>O1CCCC1.ClCCl.C(OCC)(=O)C>[CH2:1]([O:4][C:5]([O:7][C@@H:8]([C@H:10]1[C:25](=[O:26])[N:12]2[C:13]([C:19]([O:21][CH2:22][CH:23]=[CH2:24])=[O:20])=[C:14]([CH2:17][N:30]3[C:31]4=[CH:40][C:39]5[C:34]([CH:33]=[C:32]4[N:28]([CH3:27])[S:29]3(=[O:41])=[O:42])=[CH:35][CH:36]=[CH:37][CH:38]=5)[C@H:15]([CH3:16])[C@H:11]12)[CH3:9])=[O:6])[CH:2]=[CH2:3]. Procedure details: A solution of allyl (1S,5R,6S)-6-[1(R)-allyloxycarbonyloxy-ethyl]-2-hydroxymethyl-1-methyl-carbapen-2-em-3-carboxylate (60 mg, 0.164 mmol), 1-methyl-1,3-dihydro-2-thia-1,3-diaza-cyclopenta[b]naphthalene 2,2-dioxide (42 mg, 0.180 mmol), and triphenylphosphine (65 mg, 0.246 mmol) in anhydrous tetrahydrofuran (1 mL) was cooled in an ice bath and treated with diisopropyl azodicarboxylate (0.049 mL, 0.246 mmol). The mixture was stirred at 0-5° C. for 30 minutes, then streaked onto two 1 mm ×20 cm×20 ... Starting materials: [Cl-].[NH4+] (ammonium chloride), [Na] (monosodium), C1(O)=CC=C(O)C=C1 (hydroquinone), ClCC(OC)OC (1-chloro-2,2-dimethoxyethane). Run in O (water), CN(C=O)C (dimethyl formamide). Conditions: time 48 hour. The product is COC(COC1=CC=C(C=C1)O)OC (4-(2,2-dimethoxyethoxy)phenol). RXN SMILES: [Na].[C:2]1([CH:9]=[CH:8][C:6]([OH:7])=[CH:5][CH:4]=1)[OH:3].Cl[CH2:11][CH:12]([O:15][CH3:16])[O:13][CH3:14].[Cl-].[NH4+]>O.CN(C)C=O>[CH3:14][O:13][CH:12]([O:15][CH3:16])[CH2:11][O:3][C:2]1[CH:9]=[CH:8][C:6]([OH:7])=[CH:5][CH:4]=1 |f:3.4,^1:0|. Procedure details: The monosodium salt of hydroquinone prepared in Example 1 and dimethyl formamide (100 ml) were charged under nitrogen gas into a glass reaction vessel equipped with a mechanical stirrer, thermometer and addition funnel and were warmed to effect dissolution. The resulting solution was then allowed to warm to room temperature, and 1-chloro-2,2-dimethoxyethane was added dropwise over a period of about 20 minutes. After the addition was completed, the reaction mixture was heated at about 85° to 90° ... Procedure details: 6.16 g of adenosine-5'-carboxylic acid dimethylamide were dissolved at -40° C in 60 ml of fuming nitric acid (d = 1.50). A mixture, cooled to -20° C, of 30 ml of oleum and 30 ml of nitromethane was added dropwise to this solution within 30 minutes at such a rate that the temperature did not rise above -30° C. The mixture was stirred for 45 minutes at a temperature between -30° C and -25° C and then poured on to a solution of 325 g of potassium bicarbonate in 1 liter of water. By extraction with ... Starting materials: C([O-])(O)=O.[K+] (potassium bicarbonate), OS(=O)(=O)O.O=S(=O)=O (oleum), [N+](=O)([O-])C (nitromethane), CN(C(=O)C([C@@H]1[C@H]([C@H]([C@@H](O1)N1C=NC=2C(N)=NC=NC12)O)O)O)C (adenosine-5'-carboxylic acid dimethylamide), [N+](=O)(O)[O-] (nitric acid). Reaction SMILES: [CH3:1][N:2]([CH3:24])[C:3]([CH:5]([OH:23])[C@H:6]1[O:10][C@@H:9]([N:11]2[C:20]3[N:19]=[CH:18][N:17]=[C:15]([NH2:16])[C:14]=3[N:13]=[CH:12]2)[C@H:8]([OH:21])[C@@H:7]1[OH:22])=[O:4].OS(O)(=O)=O.O=S(=O)=O.[N+:34](C)([O-:36])=[O:35].C(=O)(O)[O-].[K+].[N+:43]([O-])([OH:45])=[O:44]>O>[CH3:1][N:2]([CH3:24])[C:3]([CH:5]([OH:23])[C@H:6]1[O:10][C@@H:9]([N:11]2[C:20]3[N:19]=[CH:18][N:17]=[C:15]([NH2:16])[C:14]=3[N:13]=[CH:12]2)[C@H:8]([O:21][N+:34]([O-:36])=[O:35])[C@@H:7]1[O:22][N+:43]([O-:45])=[O:44])=[O:4] |f:1.2,4.5|. Run in O (water). Reaction conditions: time 45 minute. Product: CN(C(=O)C([C@@H]1[C@H]([C@H]([C@@H](O1)N1C=NC=2C(N)=NC=NC12)O[N+](=O)[O-])O[N+](=O)[O-])O)C (2',3'-di-O-nitroadenosine-5'-carboxylic acid dimethylamide).